Dataset: the Open Reaction Database (ORD), a public repository of structured organic reaction records. Task: describe an organic reaction: reactants, conditions, products, and yield Starting materials: [Cl-].C1(CCCC1)C[NH2+]CCCl (N-cyclopentylmethyl-N-(2-chloroethyl)ammonium chloride), ClC=1C=C(C=CC1Cl)N=C=S (3,4-dichlorophenyl isothiocyanate). Yields the product ClC=1C=C(C=CC1Cl)N=C1SCCN1CC1CCCC1 (2-(3,4-dichlorophenylimino)-3-(cyclopentylmethyl)-1,3-thiazolidine). As a reaction SMILES: [Cl-].[CH:2]1([CH2:7][NH2+:8][CH2:9][CH2:10]Cl)[CH2:6][CH2:5][CH2:4][CH2:3]1.[Cl:12][C:13]1[CH:14]=[C:15]([N:20]=[C:21]=[S:22])[CH:16]=[CH:17][C:18]=1[Cl:19]>>[Cl:12][C:13]1[CH:14]=[C:15]([N:20]=[C:21]2[N:8]([CH2:7][CH:2]3[CH2:3][CH2:4][CH2:5][CH2:6]3)[CH2:9][CH2:10][S:22]2)[CH:16]=[CH:17][C:18]=1[Cl:19] |f:0.1|. Procedure: 2-Hydroxyethylamine was reacted with cyclopentylmethyl bromide according to Method B2a to give N-cyclopentylmethyl-N-(2-hydroxyethyl)amine. The alcohol was reacted with SOCl2 according to Method B7c to give N-cyclopentylmethyl-N-(2-chloroethyl)ammonium chloride. The chloroethylamine was reacted with 3,4-dichlorophenyl isothiocyanate to give 2-(3,4-dichlorophenylimino)-3-(cyclopentylmethyl)-1,3-thiazolidine. Procedure details: To a rapidly stirred solution of 62.4 grams (0.50 moles) of t-butylhydrazine hydrochloride and 25.8 grams (0.525 moles) of sodium cyanide in 450 ml of water in a 11/2 liter jacketed resin reactor equipped with a thermometer, mechanical stirrer, condenser and dropping funnel was added 49 grams (0.5 moles) of cyclohexanone. The reaction mixture exothermed to about 35°C. The reaction was then warmed to 45°-50°C by circulating hot water through the jacket. The reaction was stirred 11/2 hours at 45°-... Product: C(C)(C)(C)NNC1(CCCCC1)C#N (1-t-Butylhydrazo-1-cyanocyclohexane). The reactants are hydrazo, Cl.C(C)(C)(C)NN (t-butylhydrazine hydrochloride), [C-]#N.[Na+] (sodium cyanide), C1(CCCCC1)=O (cyclohexanone). RXN SMILES: Cl.[C:2]([NH:6][NH2:7])([CH3:5])([CH3:4])[CH3:3].[C-:8]#[N:9].[Na+].[C:11]1(=O)[CH2:16][CH2:15][CH2:14][CH2:13][CH2:12]1>O.CCCCCC>[C:2]([NH:6][NH:7][C:11]1([C:8]#[N:9])[CH2:16][CH2:15][CH2:14][CH2:13][CH2:12]1)([CH3:5])([CH3:4])[CH3:3] |f:0.1,2.3|. The solvent is CCCCCC (hexane), O (water), CCCCCC (hexane), O (water). Reaction conditions: time 2 hour.